Dataset: the Open Reaction Database (ORD), a public repository of structured organic reaction records. Task: describe an organic reaction: reactants, conditions, products, and yield The reactants are CN (methylamine), C(C)O.C(CCl)Cl (ethanol ethylenedichloride), CSC(=C[N+](=O)[O-])SC (1,1-bismethylthio-2-nitroethene). The solvent is C(CCl)Cl (ethylene dichloride). Product: CNC(C[N+](=O)[O-])SC (N-Methyl-1-methylthio-2-nitroethanamine). Reaction SMILES: [CH3:1][NH2:2].C(O)C.C(Cl)CCl.[CH3:10][S:11][C:12](SC)=[CH:13][N+:14]([O-:16])=[O:15]>C(Cl)CCl>[CH3:1][NH:2][CH:12]([S:11][CH3:10])[CH2:13][N+:14]([O-:16])=[O:15] |f:1.2|. Reported procedure: A solution of methylamine in ethanol/ethylenedichloride (112.5 ml of 33% ethanolic methylamine in 0.8 liters of ethylene dichloride; 0.94 mole) was added over 51/2 hr at 70° to a stirred solution of 1,1-bismethylthio-2-nitroethene (99.0 g, 0.6 mole) in ethylene dichloride (1.5 liters). The solution was heated to boiling and 0.7 liters of solvent were distilled off. The cooled solution was washed with 2N hydrochloric acid (0.25 liters), then with brine (0.25 liters). The solvent was removed and t... Starting materials: ClCCl, O=Cc1c(Cl)cccc1Cl, CC(C)(N)CCCl, Cl, [Na+], [OH-]. Product: CC(C)(CCCl)N=Cc1c(Cl)cccc1Cl. RXN SMILES: [CH2:21]([Cl:22])[Cl:23].[Cl:11][c:12]1[c:13]([CH:14]=[O:15])[c:16]([Cl:20])[cH:17][cH:18][cH:19]1.[Cl:2][CH2:3][CH2:4][C:5]([CH3:6])([CH3:7])[NH2:8].[ClH:1].[Na+:10].[OH-:9]>>[Cl:2][CH2:3][CH2:4][C:5]([CH3:6])([CH3:7])[N:8]=[CH:14][c:13]1[c:12]([Cl:11])[cH:19][cH:18][cH:17][c:16]1[Cl:20]. Reactants: CCOc1cc(Cc2nnc(C(CC)NC(=O)C(CCCc3ccccc3)C(C)O)c(=O)[nH]2)ccc1OC, CCN(C(C)C)C(C)C, CS(C)=O, O=C(Cl)C(=O)Cl. Product: CCOc1cc(Cc2nnc(C(CC)NC(=O)C(CCCc3ccccc3)C(C)=O)c(=O)[nH]2)ccc1OC. As a reaction SMILES: [CH2:11]([CH3:12])[O:13][c:14]1[cH:15][c:16]([CH2:17][c:18]2[n:19][n:20][c:21]([CH:25]([CH2:26][CH3:27])[NH:28][C:29]([CH:30]([CH2:31][CH2:32][CH2:33][c:34]3[cH:35][cH:36][cH:37][cH:38][cH:39]3)[CH:40]([CH3:41])[OH:42])=[O:43])[c:22](=[O:24])[nH:23]2)[cH:44][cH:45][c:46]1[O:47][CH3:48].[CH2:49]([N:50]([CH:51]([CH3:52])[CH3:53])[CH:54]([CH3:55])[CH3:56])[CH3:57].[CH3:7][S:8](=[O:9])[CH3:10].[Cl:1][C:2]([C:3]([Cl:4])=[O:5])=[O:6]>>[CH2:11]([CH3:12])[O:13][c:14]1[cH:15][c:16]([CH2:17][c:18]2[n:19][n:20][c:21]([CH:25]([CH2:26][CH3:27])[NH:28][C:29]([CH:30]([CH2:31][CH2:32][CH2:33][c:34]3[cH:35][cH:36][cH:37][cH:38][cH:39]3)[C:40]([CH3:41])=[O:42])=[O:43])[c:22](=[O:24])[nH:23]2)[cH:44][cH:45][c:46]1[O:47][CH3:48]. Reactants: C, CCOC(=O)c1c(C)oc2ccc(Oc3nc(OC)cc(OC)n3)c(C(=O)OCc3ccccc3)c12, CCO, [Pd]. The product is CCOC(=O)c1c(C)oc2ccc(Oc3nc(OC)cc(OC)n3)c(C(=O)O)c12. Reaction SMILES: [C:40].[CH3:1][O:2][c:3]1[n:4][c:5]([O:11][c:12]2[cH:13][cH:14][c:15]3[c:16]([c:17]([C:21](=[O:22])[O:23][CH2:24][CH3:25])[c:18]([CH3:20])[o:19]3)[c:26]2[C:27](=[O:28])[O:29][CH2:30][c:31]2[cH:32][cH:33][cH:34][cH:35][cH:36]2)[n:6][c:7]([O:9][CH3:10])[cH:8]1.[CH3:37][CH2:38][OH:39].[Pd:41]>>[CH3:1][O:2][c:3]1[n:4][c:5]([O:11][c:12]2[cH:13][cH:14][c:15]3[c:16]([c:17]([C:21](=[O:22])[O:23][CH2:24][CH3:25])[c:18]([CH3:20])[o:19]3)[c:26]2[C:27](=[O:28])[OH:29])[n:6][c:7]([O:9][CH3:10])[cH:8]1. Reactants: Cc1onc(-c2ccccc2)c1CO, Clc1ccc2nncn2n1, [H-], [Na+], CN(C)C=O. Product: Cc1onc(-c2ccccc2)c1COc1ccc2nncn2n1. RXN SMILES: [CH3:1][c:2]1[c:3]([CH2:13][OH:14])[c:4](-[c:7]2[cH:8][cH:9][cH:10][cH:11][cH:12]2)[n:5][o:6]1.[Cl:17][c:18]1[cH:19][cH:20][c:21]2[n:22]([n:23]1)[cH:24][n:25][n:26]2.[H-:15].[Na+:16].[O:27]=[CH:28][N:29]([CH3:30])[CH3:31]>>[CH3:1][c:2]1[c:3]([CH2:13][O:14][c:18]2[cH:19][cH:20][c:21]3[n:22]([n:23]2)[cH:24][n:25][n:26]3)[c:4](-[c:7]2[cH:8][cH:9][cH:10][cH:11][cH:12]2)[n:5][o:6]1. Starting materials: ClC=1C=NC(=C(C(=O)O)C1)N1CC(C1)OC1=CC(=CC=C1)C(F)(F)F (5-chloro-2-(3-(3-(trifluoromethyl)phenoxy)azetidin-1-yl)nicotinic acid), Cl.NC1(CC1)C1=CC=C(C(=O)OC)C=C1 (methyl 4-(1-aminocyclopropyl)benzoate hydrochloride). The product is ClC=1C=NC(=C(C(=O)NC2(CC2)C2=CC=C(C(=O)OC)C=C2)C1)N1CC(C1)OC1=CC(=CC=C1)C(F)(F)F (methyl 4-(1-(5-chloro-2-(3-(3-(trifluoromethyl)phenoxy)azetidin-1-yl)nicotinamido)cyclopropyl)benzoate). The yield is 8.7%. As a reaction SMILES: [Cl:1][C:2]1[CH:3]=[N:4][C:5]([N:11]2[CH2:14][CH:13]([O:15][C:16]3[CH:21]=[CH:20][CH:19]=[C:18]([C:22]([F:25])([F:24])[F:23])[CH:17]=3)[CH2:12]2)=[C:6]([CH:10]=1)[C:7](O)=[O:8].Cl.[NH2:27][C:28]1([C:31]2[CH:40]=[CH:39][C:34]([C:35]([O:37][CH3:38])=[O:36])=[CH:33][CH:32]=2)[CH2:30][CH2:29]1>>[Cl:1][C:2]1[CH:3]=[N:4][C:5]([N:11]2[CH2:14][CH:13]([O:15][C:16]3[CH:21]=[CH:20][CH:19]=[C:18]([C:22]([F:23])([F:25])[F:24])[CH:17]=3)[CH2:12]2)=[C:6]([CH:10]=1)[C:7]([NH:27][C:28]1([C:31]2[CH:40]=[CH:39][C:34]([C:35]([O:37][CH3:38])=[O:36])=[CH:33][CH:32]=2)[CH2:30][CH2:29]1)=[O:8] |f:1.2|. Reported procedure: The title compound (D149) (20 mg) was prepared according to the experimental procedure described in Description 148 starting from 5-chloro-2-(3-(3-(trifluoromethyl)phenoxy)azetidin-1-yl)nicotinic acid (D105) (160 mg, 0.423 mmol) and methyl 4-(1-aminocyclopropyl)benzoate (D7) (115.45 mg, 0.507 mmol). The residue obtained from SPE-Si cartridge purification (38 mg) dissolved in a mixture of chloroform/ethanol/n-hexane (70/15/15) (1 ml) was separated by chiral HPLC [Phenomenex Lux1 column (250×20 mm...